This data is from the Open Reaction Database (ORD), a public repository of structured organic reaction records. The task is: describe an organic reaction: reactants, conditions, products, and yield Product: CN(C)CCOc1cnc2[nH]c(C(=CC3CCCC3)c3ccc(S(C)(=O)=O)cc3)cc2c1. RXN SMILES: [CH3:43][CH2:44][CH2:45][CH2:46][N+:47]([CH2:48][CH2:49][CH2:50][CH3:51])([CH2:52][CH2:53][CH2:54][CH3:55])[CH2:56][CH2:57][CH2:58][CH3:59].[CH3:65][CH2:66][O:67][C:68](=[O:69])[CH3:70].[F-:42].[O:60]1[CH2:61][CH2:62][CH2:63][CH2:64]1.[c:1]1([S:2](=[O:3])(=[O:4])[n:10]2[c:11]([C:25](=[CH:26][CH:27]3[CH2:28][CH2:29][CH2:30][CH2:31]3)[c:32]3[cH:33][cH:34][c:35]([S:38](=[O:39])(=[O:40])[CH3:41])[cH:36][cH:37]3)[cH:12][c:13]3[c:14]2[n:15][cH:16][c:17]([O:19][CH2:20][CH2:21][N:22]([CH3:23])[CH3:24])[cH:18]3)[cH:5][cH:6][cH:7][cH:8][cH:9]1>>[nH:10]1[c:11]([C:25](=[CH:26][CH:27]2[CH2:28][CH2:29][CH2:30][CH2:31]2)[c:32]2[cH:33][cH:34][c:35]([S:38](=[O:39])(=[O:40])[CH3:41])[cH:36][cH:37]2)[cH:12][c:13]2[c:14]1[n:15][cH:16][c:17]([O:19][CH2:20][CH2:21][N:22]([CH3:23])[CH3:24])[cH:18]2. Starting materials: CCCC[N+](CCCC)(CCCC)CCCC, CCOC(C)=O, [F-], C1CCOC1, CN(C)CCOc1cnc2c(c1)cc(C(=CC1CCCC1)c1ccc(S(C)(=O)=O)cc1)n2S(=O)(=O)c1ccccc1. Starting materials: C1C(CC2=CC=CC=C12)C(=O)O (Indane-2-carboxylic Acid), N1CCC(=CC1)C1=CNC2=CC=CC=C12 (3-(1,2,3,6-tetrahydropyridin-4-yl)-1H-indole). The product is C1C(CC2=CC=CC=C12)C(=O)N1CCC(=CC1)C1=CNC2=CC=CC=C12 (3-[1-[(Indan-2-yl)carbonyl]-1,2,3,6-tetrahydopyrid-4-yl]-1H-indole). As a reaction SMILES: [CH2:1]1[C:9]2[C:4](=[CH:5][CH:6]=[CH:7][CH:8]=2)[CH2:3][CH:2]1[C:10]([OH:12])=O.[NH:13]1[CH2:18][CH:17]=[C:16]([C:19]2[C:27]3[C:22](=[CH:23][CH:24]=[CH:25][CH:26]=3)[NH:21][CH:20]=2)[CH2:15][CH2:14]1>>[CH2:3]1[C:4]2[C:9](=[CH:8][CH:7]=[CH:6][CH:5]=2)[CH2:1][CH:2]1[C:10]([N:13]1[CH2:14][CH:15]=[C:16]([C:19]2[C:27]3[C:22](=[CH:23][CH:24]=[CH:25][CH:26]=3)[NH:21][CH:20]=2)[CH2:17][CH2:18]1)=[O:12]. Reported procedure: Prepared from compound 9a and 3-(1,2,3,6-tetrahydropyridin-4-yl)-1H-indole.